From a dataset of the Open Reaction Database (ORD), a public repository of structured organic reaction records. describe an organic reaction: reactants, conditions, products, and yield The reactants are NCCN1C=C2N(C(N(C(C2=C1C1=CC(=CC=C1)Cl)=O)C)=O)C (6-(2-Amino-ethyl)-5-(3-chloro-phenyl)-1,3-dimethyl-1,6-dihydro-pyrrolo[3,4-d]pyrimidine-2,4-dione), BrC=1C=C(C#N)C=CC1 (3-bromobenzonitrile). The product is NCCN1C=C2N(C(N(C(C2=C1C=1C=C(C#N)C=CC1)=O)C)=O)C (3-(6-(2-Aminoethyl)-1,3-dimethyl-2,4-dioxo-2,3,4,6-tetrahydro-1H-pyrrolo[3,4-d]pyrimidin-5-yl)benzonitrile). Reaction SMILES: [NH2:1][CH2:2][CH2:3][N:4]1[C:12]([C:13]2[CH:18]=[CH:17][CH:16]=[C:15](Cl)[CH:14]=2)=[C:11]2[C:6]([N:7]([CH3:23])[C:8](=[O:22])[N:9]([CH3:21])[C:10]2=[O:20])=[CH:5]1.BrC1C=C(C=CC=1)[C:28]#[N:29]>>[NH2:1][CH2:2][CH2:3][N:4]1[C:12]([C:13]2[CH:14]=[C:15]([CH:16]=[CH:17][CH:18]=2)[C:28]#[N:29])=[C:11]2[C:6]([N:7]([CH3:23])[C:8](=[O:22])[N:9]([CH3:21])[C:10]2=[O:20])=[CH:5]1. Procedure: The title compound was prepared analogously to Intermediate B by replacing 1-bromo-3-chlorobenzene with 3-bromobenzonitrile. Starting materials: COc1cccc(C(C)(C)NC(=O)OCc2ccccc2)c1, CCO, O. Product: COc1cccc(C(C)(C)N)c1. As a reaction SMILES: [CH2:1]([O:2][C:3](=[O:4])[NH:10][C:11]([CH3:12])([CH3:13])[c:14]1[cH:15][c:16]([O:20][CH3:21])[cH:17][cH:18][cH:19]1)[c:5]1[cH:6][cH:7][cH:8][cH:9][cH:22]1.[CH3:23][CH2:24][OH:25].[OH2:26]>>[NH2:10][C:11]([CH3:12])([CH3:13])[c:14]1[cH:15][c:16]([O:20][CH3:21])[cH:17][cH:18][cH:19]1. Reaction SMILES: [Na].Cl.[C:3]([NH2:6])(=[NH:5])[CH3:4].[C:7]1([N:13]=[C:14]=[O:15])[CH:12]=[CH:11][CH:10]=[CH:9][CH:8]=1>CC(C)=O>[C:7]1([NH:13][C:14]([NH:5][C:3](=[NH:6])[CH3:4])=[O:15])[CH:12]=[CH:11][CH:10]=[CH:9][CH:8]=1 |f:1.2,^1:0|. Procedure: Following a procedure similar to that described in Example 23 but using 4.6 g. sodium in 500 ml. dry acetone, 18.8 g. acetamidine hydrochloride and 23.8 g. phenyl isocyanate in 100 ml. dry acetone, there was obtained after recrystallization from isopropyl alcohol 27.1 g. 1-phenyl-3-(acetimidoyl)urea hydrochloride; m.p. 204°-206°C. Starting materials: [Na] (sodium), Cl.C(C)(=N)N (acetamidine hydrochloride), C1(=CC=CC=C1)N=C=O (phenyl isocyanate). Run in CC(=O)C (acetone), CC(=O)C (acetone). The product is C1(=CC=CC=C1)NC(=O)NC(C)=N (1-Phenyl-3-(acetimidoyl)urea). Reactants: C(C)(=O)O[BH-](OC(C)=O)OC(C)=O.[Na+] (Sodium triacetoxyborohydride), FC=1C=C(C=O)C=C(C1F)F (3,4,5-trifluorobenzaldehyde), C(O)CN (ethanolamine), Ice water, [OH-].[Na+] (sodium hydroxide), C([O-])(O)=O.[Na+] (sodium bicarbonate). Run in C1CCOC1 (THF), C(C)(=O)O (acetic acid). Conditions: time 30 minute. Product: FC=1C=C(CNCCO)C=C(C1F)F (2-[(3,4,5-trifluorobenzyl)amino]ethanol). Reaction SMILES: C(O[BH-](OC(=O)C)OC(=O)C)(=O)C.[Na+].[F:15][C:16]1[CH:17]=[C:18]([CH:21]=[C:22]([F:25])[C:23]=1[F:24])[CH:19]=O.[CH2:26]([CH2:28][NH2:29])[OH:27].[OH-].[Na+].C(=O)(O)[O-].[Na+]>C1COCC1.C(O)(=O)C>[F:15][C:16]1[CH:17]=[C:18]([CH:21]=[C:22]([F:25])[C:23]=1[F:24])[CH2:19][NH:29][CH2:28][CH2:26][OH:27] |f:0.1,4.5,6.7|. Procedure details: Sodium triacetoxyborohydride (14.1 g) was added to a solution of 3,4,5-trifluorobenzaldehyde (5.0 mL), ethanolamine (3.52 g), and acetic acid (10.1 mL) in THF (100 mL) under ice-cooling, and the reaction solution was stirred at room temperature for four hours and 30 minutes. Ice water was added to the reaction solution. The reaction solution was adjusted to pH 7 to 8 by a 5 N sodium hydroxide solution and saturated sodium bicarbonate, followed by extraction with chloroform. The organic layer was... Starting materials: CN(C)CC=CC(=O)O, Cl, Cl, Oc1cc(Nc2ncnc3sc4c(c23)CCNC4)c(F)cc1F. Yields the product CN(C)CC=CC(=O)N1CCc2c(sc3ncnc(Nc4cc(O)c(F)cc4F)c23)C1. Reaction SMILES: [CH3:26][N:27]([CH2:28][CH:29]=[CH:30][C:31](=[O:32])[OH:33])[CH3:34].[ClH:1].[ClH:25].[F:2][c:3]1[c:4]([OH:24])[cH:5][c:6]([NH:10][c:11]2[c:12]3[c:13]([n:14][cH:15][n:16]2)[s:17][c:18]2[c:19]3[CH2:20][CH2:21][NH:22][CH2:23]2)[c:7]([F:9])[cH:8]1>>[F:2][c:3]1[c:4]([OH:24])[cH:5][c:6]([NH:10][c:11]2[c:12]3[c:13]([n:14][cH:15][n:16]2)[s:17][c:18]2[c:19]3[CH2:20][CH2:21][N:22]([C:31]([CH:30]=[CH:29][CH2:28][N:27]([CH3:26])[CH3:34])=[O:32])[CH2:23]2)[c:7]([F:9])[cH:8]1. Starting materials: Cc1nc(C(N)CC(C)C)no1, Cl, O=C(O)c1cccc(C(O)c2ccc(F)cc2)n1. Product: Cc1nc(C(CC(C)C)NC(=O)c2cccc(C(O)c3ccc(F)cc3)n2)no1. RXN SMILES: [CH3:20][c:21]1[n:22][c:23]([CH:26]([NH2:27])[CH2:28][CH:29]([CH3:30])[CH3:31])[n:24][o:25]1.[ClH:19].[F:1][c:2]1[cH:3][cH:4][c:5]([CH:8]([c:9]2[cH:10][cH:11][cH:12][c:13]([C:15](=[O:16])[OH:17])[n:14]2)[OH:18])[cH:6][cH:7]1>>[F:1][c:2]1[cH:3][cH:4][c:5]([CH:8]([c:9]2[cH:10][cH:11][cH:12][c:13]([C:15](=[O:17])[NH:27][CH:26]([c:23]3[n:22][c:21]([CH3:20])[o:25][n:24]3)[CH2:28][CH:29]([CH3:30])[CH3:31])[n:14]2)[OH:18])[cH:6][cH:7]1. Reactants: CNC(CC(C)CCCC(C)CCCC(C)CCCC(C)C)=O (N-methylphytanamide), [H-].[Al+3].[Li+].[H-].[H-].[H-] (lithium aluminium hydride). Run in O1CCCC1 (tetrahydrofuran). Product: CNCCC(C)CCCC(C)CCCC(C)CCCC(C)C (N-methylphytanamine). RXN SMILES: [CH3:1][NH:2][C:3](=O)[CH2:4][CH:5]([CH2:7][CH2:8][CH2:9][CH:10]([CH2:12][CH2:13][CH2:14][CH:15]([CH2:17][CH2:18][CH2:19][CH:20]([CH3:22])[CH3:21])[CH3:16])[CH3:11])[CH3:6].[H-].[Al+3].[Li+].[H-].[H-].[H-]>O1CCCC1>[CH3:1][NH:2][CH2:3][CH2:4][CH:5]([CH2:7][CH2:8][CH2:9][CH:10]([CH2:12][CH2:13][CH2:14][CH:15]([CH2:17][CH2:18][CH2:19][CH:20]([CH3:22])[CH3:21])[CH3:16])[CH3:11])[CH3:6] |f:1.2.3.4.5.6|. Procedure: A mixture of N-methylphytanamide (4.0 g) and lithium aluminium hydride (pellets 95%, 2.0 g) in tetrahydrofuran (100 ml) was heated under reflux for two hours. The reaction mixture cooled, excess lithium aluminium hydride destroyed, and solid salts were filtered off. The crude product was dissolved in dichloromethane and washed with water, dried (MgSO4) and the solvent removed. The crude product was chromatographed on flash silica (1% aqueous ammonia, 10-20% methanol in dichloromethane ) to give ...